Dataset: the Open Reaction Database (ORD), a public repository of structured organic reaction records. Task: describe an organic reaction: reactants, conditions, products, and yield The product is FC1=C2C(=C(N=C1)NC(C(=O)N(C)C)=O)NC=C2C(C(N2CCN(CC2)C2=NN=NN2C2=CC=CC=C2)=O)=O (N1-(4-fluoro-3-(2-oxo-2-(4-(1-phenyl-1H-tetrazol-5-yl)piperazin-1-yl)acetyl)-1H-pyrrolo[2,3-c]pyridin-7-yl)-N2,N2-dimethyloxalamide). Conditions: time 18 hour. The solvent is CN(C)C=O (DMF). Reported procedure: 1-(7-amino-4-fluoro-1H-pyrrolo[2,3-c]pyridin-3-yl)-2-(4-(1-phenyl-1H-tetrazol-5-yl)piperazin-1-yl)ethane-1,2-dione (100 mg, 0.23 mmol) was dissolved in DMF (2 mL) and treated with N,N-dimethyloxamic acid (27 mg, 0.23 mmol), Hunig's base (0.14 mL, 0.8 mmol) and TBTU (81 mg, 0.25 mmol). The reaction mixture was stirred at rt for 18 h. Solvent was removed in vacuum and water was added. A solid precipitated out and it was collected by filtration, dissolved in DMF and purified using reverse phase pre... Reaction SMILES: [NH2:1][C:2]1[N:3]=[CH:4][C:5]([F:32])=[C:6]2[C:10]([C:11](=[O:31])[C:12]([N:14]3[CH2:19][CH2:18][N:17]([C:20]4[N:24]([C:25]5[CH:30]=[CH:29][CH:28]=[CH:27][CH:26]=5)[N:23]=[N:22][N:21]=4)[CH2:16][CH2:15]3)=[O:13])=[CH:9][NH:8][C:7]=12.[CH3:33][N:34]([CH3:40])[C:35](=[O:39])[C:36](O)=[O:37].CCN(C(C)C)C(C)C.CN(C(ON1N=NC2C=CC=CC1=2)=[N+](C)C)C.[B-](F)(F)(F)F>CN(C=O)C>[F:32][C:5]1[CH:4]=[N:3][C:2]([NH:1][C:36](=[O:37])[C:35]([N:34]([CH3:40])[CH3:33])=[O:39])=[C:7]2[NH:8][CH:9]=[C:10]([C:11](=[O:31])[C:12](=[O:13])[N:14]3[CH2:15][CH2:16][N:17]([C:20]4[N:24]([C:25]5[CH:30]=[CH:29][CH:28]=[CH:27][CH:26]=5)[N:23]=[N:22][N:21]=4)[CH2:18][CH2:19]3)[C:6]=12 |f:3.4|. Reactants: CN(C(C(=O)O)=O)C (N,N-dimethyloxamic acid), CCN(C(C)C)C(C)C (Hunig's base), CN(C)C(=[N+](C)C)ON1C2=C(C=CC=C2)N=N1.[B-](F)(F)(F)F (TBTU), NC=1N=CC(=C2C1NC=C2C(C(=O)N2CCN(CC2)C2=NN=NN2C2=CC=CC=C2)=O)F (1-(7-amino-4-fluoro-1H-pyrrolo[2,3-c]pyridin-3-yl)-2-(4-(1-phenyl-1H-tetrazol-5-yl)piperazin-1-yl)ethane-1,2-dione). The yield is 8.9%. Procedure details: The title compound was prepared from 1-[4-(2-imino-4-oxo-thiazolidin-5-ylmethyl)-phenyl]-piperidine-4-one (which was obtained in Example 45) and N-[5-(2-amino-1-hydroxy-ethyl)-2-hydroxy-phenyl]-methanesulfonamide (which was obtained in Example 9) according to the procedure of Example 73 as a pale yellowish solid; mp >90° C. (decomposed); 1H NMR (300 MHz, DMSO-d6) δ 1.20-1.40 (m, 2H), 1.80-2.00 (m, 2H), 2.50-2.80 (m, 6H), 2.93 (s, 3H), 3.25 (dd, J=14.2, 3.9 Hz, 1H), 3.45-3.60 (m, 2H), 4.40-4.55 (... RXN SMILES: [NH:1]=[C:2]1[NH:6][C:5](=[O:7])[CH:4]([CH2:8][C:9]2[CH:14]=[CH:13][C:12]([N:15]3[CH2:20][CH2:19][C:18](=O)[CH2:17][CH2:16]3)=[CH:11][CH:10]=2)[S:3]1.[NH2:22][CH2:23][CH:24]([C:26]1[CH:27]=[CH:28][C:29]([OH:37])=[C:30]([NH:32][S:33]([CH3:36])(=[O:35])=[O:34])[CH:31]=1)[OH:25]>>[OH:37][C:29]1[CH:28]=[CH:27][C:26]([CH:24]([OH:25])[CH2:23][NH:22][CH:18]2[CH2:19][CH2:20][N:15]([C:12]3[CH:13]=[CH:14][C:9]([CH2:8][CH:4]4[S:3][C:2](=[NH:1])[NH:6][C:5]4=[O:7])=[CH:10][CH:11]=3)[CH2:16][CH2:17]2)=[CH:31][C:30]=1[NH:32][S:33]([CH3:36])(=[O:35])=[O:34]. Yields the product OC1=C(C=C(C=C1)C(CNC1CCN(CC1)C1=CC=C(C=C1)CC1C(NC(S1)=N)=O)O)NS(=O)(=O)C (N-[2-Hydroxy-5-(1-hydroxy-2-{1-[4-(2-imino-4-oxo-thiazolidin-5-ylmethyl)-phenyl]-piperidine-4-ylamino}-ethyl)-phenyl]-methanesulfonamide). Reactants: N=C1SC(C(N1)=O)CC1=CC=C(C=C1)N1CCC(CC1)=O (1-[4-(2-Imino-4-oxo-thiazolidin-5-ylmethyl)-phenyl]-piperidine-4-one), NCC(O)C=1C=CC(=C(C1)NS(=O)(=O)C)O (N-[5-(2-Amino-1-hydroxy-ethyl)-2-hydroxy-phenyl]-methanesulfonamide). Reactants: ClC1=CC=C2C=CC(=NC2=C1)/C=C/C=1C=C(CCl)C=CC1 (3-[2(E)-(7-chloroquinolin-2-yl)ethenyl] benzyl chloride), C(#N)CCC=1C=CC=C2C=CNC12 (7-(2-cyanoethyl)indole), [H-].[Na+] (sodium hydride), [Cl-].[NH4+] (ammonium chloride). Solvent: CN(C=O)C (dimethylformamide), CN(C=O)C (dimethylformamide), CN(C=O)C (dimethylformamide). Run at time 15 minute. Product: C(#N)CCC=1C=CC=C2C=CN(C12)CC1=CC(=CC=C1)\C=C\C1=NC2=CC(=CC=C2C=C1)Cl (7-(2-Cyanoethyl)-1-[3-{2(E)-(7-chloroquinolin-2-yl)ethenyl}benzyl]indole). As a reaction SMILES: [C:1]([CH2:3][CH2:4][C:5]1[CH:6]=[CH:7][CH:8]=[C:9]2[C:13]=1[NH:12][CH:11]=[CH:10]2)#[N:2].[H-].[Na+].[Cl:16][C:17]1[CH:26]=[C:25]2[C:20]([CH:21]=[CH:22][C:23](/[CH:27]=[CH:28]/[C:29]3[CH:30]=[C:31]([CH:34]=[CH:35][CH:36]=3)[CH2:32]Cl)=[N:24]2)=[CH:19][CH:18]=1.[Cl-].[NH4+]>CN(C)C=O>[C:1]([CH2:3][CH2:4][C:5]1[CH:6]=[CH:7][CH:8]=[C:9]2[C:13]=1[N:12]([CH2:32][C:31]1[CH:34]=[CH:35][CH:36]=[C:29](/[CH:28]=[CH:27]/[C:23]3[CH:22]=[CH:21][C:20]4[C:25](=[CH:26][C:17]([Cl:16])=[CH:18][CH:19]=4)[N:24]=3)[CH:30]=1)[CH:11]=[CH:10]2)#[N:2] |f:1.2,4.5|. Procedure details: A solution of 7-(2-cyanoethyl)indole (Example 14a) (4.42 g, 26 mmol) in dimethylformamide (30 ml) was added dropwise to a stirred suspension of sodium hydride (1.3 g, 60% dispersion, 32.5 mmol, washed with hexane under nitrogen) in dimethylformamide (30 ml) at 10°-15° C. The mixture was stirred for 15 minutes at ca 15° C. then a suspension of 3-[2(E)-(7-chloroquinolin-2-yl)ethenyl] benzyl chloride (Example 14b) (10.2 g, 32.5 mmol) in dimethylformamide (60 ml) was added rapidly. The dark mixture ... Reactants: O=[N+]([O-])c1nc(Br)[nH]c1I, CN(C)C=O, [NH4+], O, O=S([O-])O. Yields the product O=[N+]([O-])c1c[nH]c(Br)n1. As a reaction SMILES: [Br:1][c:2]1[nH:3][c:4]([I:10])[c:5]([N+:7](=[O:8])[O-:9])[n:6]1.[CH3:16][N:17]([CH3:18])[CH:19]=[O:20].[NH4+:15].[OH2:21].[S:11](=[O:12])([OH:13])[O-:14]>>[Br:1][c:2]1[nH:3][cH:4][c:5]([N+:7](=[O:8])[O-:9])[n:6]1. Starting materials: O=C1c2ccccc2C(=O)N1c1ccc(Cl)cc1F, O=[N+]([O-])O, O=S(=O)(O)O. Product: O=C1c2ccccc2C(=O)N1c1cc([N+](=O)[O-])c(Cl)cc1F. RXN SMILES: [Cl:1][c:2]1[cH:3][c:4]([F:19])[c:5]([N:8]2[C:9](=[O:18])[c:10]3[c:11]([cH:14][cH:15][cH:16][cH:17]3)[C:12]2=[O:13])[cH:6][cH:7]1.[OH:20][N+:21]([O-:22])=[O:23].[S:24](=[O:25])(=[O:26])([OH:27])[OH:28]>>[Cl:1][c:2]1[cH:3][c:4]([F:19])[c:5]([N:8]2[C:9](=[O:18])[c:10]3[c:11]([cH:14][cH:15][cH:16][cH:17]3)[C:12]2=[O:13])[cH:6][c:7]1[N+:21](=[O:20])[O-:22]. The reactants are CC(=O)OC1c2ccccc2Oc2ccccc21, CC(=O)N1CCCC(N)C1, Cc1ccccc1. The product is CC(=O)N1CCCC(NC2c3ccccc3Oc3ccccc32)C1. RXN SMILES: [C:11]([O:12][CH:15]1[c:16]2[cH:17][cH:18][cH:19][cH:20][c:21]2[O:22][c:23]2[cH:24][cH:25][cH:26][cH:27][c:28]21)(=[O:13])[CH3:14].[C:1]([CH3:2])(=[O:3])[N:4]1[CH2:5][CH:6]([NH2:10])[CH2:7][CH2:8][CH2:9]1.[CH3:29][c:30]1[cH:31][cH:32][cH:33][cH:34][cH:35]1>>[C:1]([CH3:2])(=[O:3])[N:4]1[CH2:5][CH:6]([NH:10][CH:15]2[c:16]3[cH:17][cH:18][cH:19][cH:20][c:21]3[O:22][c:23]3[cH:24][cH:25][cH:26][cH:27][c:28]32)[CH2:7][CH2:8][CH2:9]1.